This data is from the Open Reaction Database (ORD), a public repository of structured organic reaction records. The task is: describe an organic reaction: reactants, conditions, products, and yield The reactants are COC1=CC=C(C2=CC=CC=C12)C(=O)Cl (4-Methoxy-naphthoic acid chloride), [Cl-].[Al+3].[Cl-].[Cl-] (aluminium chloride), P(Cl)(Cl)(Cl)(Cl)Cl (phosphorous pentachloride), CN1C(=CC=C1)C(=O)OC (methyl 1-methyl-pyrrole-2-carboxylate). Solvent: ClCCCl (1,2-dichloroethane). Run at time 1 hour. The product is CN1C(=CC(=C1)C(=O)C1=CC=C(C2=CC=CC=C12)OC)C(=O)OC (methyl 1-methyl-4-(4-methoxy-1-naphthoyl)-pyrrole-2-carboxylate). Isolated yield 50.0%. As a reaction SMILES: [CH3:1][O:2][C:3]1[C:12]2[C:7](=[CH:8][CH:9]=[CH:10][CH:11]=2)[C:6]([C:13](Cl)=[O:14])=[CH:5][CH:4]=1.P(Cl)(Cl)(Cl)(Cl)Cl.[CH3:22][N:23]1[CH:27]=[CH:26][CH:25]=[C:24]1[C:28]([O:30][CH3:31])=[O:29].[Cl-].[Al+3].[Cl-].[Cl-]>ClCCCl>[CH3:22][N:23]1[CH:27]=[C:26]([C:13]([C:6]2[C:7]3[C:12](=[CH:11][CH:10]=[CH:9][CH:8]=3)[C:3]([O:2][CH3:1])=[CH:4][CH:5]=2)=[O:14])[CH:25]=[C:24]1[C:28]([O:30][CH3:31])=[O:29] |f:3.4.5.6|. Procedure details: 4-Methoxy-naphthoic acid chloride (35 g; prepared by action of phosphorous pentachloride on the acid of m.p. 250° C.) followed by methyl 1-methyl-pyrrole-2-carboxylate (22 g) are dissolved in 1,2-dichloroethane (400 ml). To the stirred solution, at about -20° C., is slowly added anhydrous aluminium chloride (23 g). After one hour, the resulting material is poured over 1 kg crushed ice. The organic phase is decanted off and the aqueous phase is extracted with chloroform (500 ml). The organic solu... The reactants are BrC1=C(C(=O)O)C=CC(=C1)[N+](=O)[O-] (2-bromo-4-nitro-benzoic acid), SO2Cl2, CO (methanol). Yields the product BrC1=C(C(=O)OC)C=CC(=C1)[N+](=O)[O-] (methyl 2-bromo-4-nitro-benzoate). As a reaction SMILES: [Br:1][C:2]1[CH:10]=[C:9]([N+:11]([O-:13])=[O:12])[CH:8]=[CH:7][C:3]=1[C:4]([OH:6])=[O:5].[CH3:14]O>>[Br:1][C:2]1[CH:10]=[C:9]([N+:11]([O-:13])=[O:12])[CH:8]=[CH:7][C:3]=1[C:4]([O:6][CH3:14])=[O:5]. Procedure: Compound 26 in methanol was treated with SO2Cl2 and the resulting solution heated at reflux for18 h. The reaction mixture was then evaporated, pre-absorbed on silica (Merck, 9385) and purified by chromatography, eluting with 10% ethyl acetate/i-hexane. Appropriate fractions were combined and evaporated to give methyl 2-bromo-4-nitro-benzoate (compound 27). The reactants are CCN=C=NCCCN(C)C (EDCI), NC1=CC=C(OC2=CC=NC3=CC(=CC=C23)OCC(C)(O)C)C=C1 (1-((4-(4-aminophenoxy)quinolin-7-yl)oxy)-2-methylpropan-2-ol), CN1N(C(C(=C1C)C(=O)O)=O)C1=CC=CC=C1 (1,5-dimethyl-3-oxo-2-phenyl-2,3-dihydro-1H-pyrazole-4-carboxylic acid), C1=CC2=C(N=C1)N(N=N2)O (HOAT), CCN=C=NCCCN(C)C (EDCI). The solvent is CCOC(=O)C (EtOAc), O (water), C(Cl)Cl (DCM). Run at temperature 45 celsius, time 4 hour. The product is OC(COC1=CC=C2C(=CC=NC2=C1)OC1=CC=C(C=C1)NC(=O)C=1C(N(N(C1C)C)C1=CC=CC=C1)=O)(C)C (N-(4-((7-(2-hydroxy-2-methylpropoxy)quinolin-4-yl)oxy)phenyl)-1,5-dimethyl-3-oxo-2-phenyl-2,3-dihydro-1H-pyrazole-4-carboxamide). Isolated yield 48.7%. Reaction SMILES: [NH2:1][C:2]1[CH:24]=[CH:23][C:5]([O:6][C:7]2[C:16]3[C:11](=[CH:12][C:13]([O:17][CH2:18][C:19]([CH3:22])([OH:21])[CH3:20])=[CH:14][CH:15]=3)[N:10]=[CH:9][CH:8]=2)=[CH:4][CH:3]=1.[CH3:25][N:26]1[C:30]([CH3:31])=[C:29]([C:32](O)=[O:33])[C:28](=[O:35])[N:27]1[C:36]1[CH:41]=[CH:40][CH:39]=[CH:38][CH:37]=1.C1C=NC2N(O)N=NC=2C=1.CCN=C=NCCCN(C)C>C(Cl)Cl.CCOC(C)=O.O>[OH:21][C:19]([CH3:22])([CH3:20])[CH2:18][O:17][C:13]1[CH:12]=[C:11]2[C:16]([C:7]([O:6][C:5]3[CH:23]=[CH:24][C:2]([NH:1][C:32]([C:29]4[C:28](=[O:35])[N:27]([C:36]5[CH:37]=[CH:38][CH:39]=[CH:40][CH:41]=5)[N:26]([CH3:25])[C:30]=4[CH3:31])=[O:33])=[CH:3][CH:4]=3)=[CH:8][CH:9]=[N:10]2)=[CH:15][CH:14]=1. Procedure details: To a solution of 1-((4-(4-aminophenoxy)quinolin-7-yl)oxy)-2-methylpropan-2-ol (3.75 g, 11.6 mmol) in DCM (31 mL) was added 1,5-dimethyl-3-oxo-2-phenyl-2,3-dihydro-1H-pyrazole-4-carboxylic acid (2.7 g, 11.8 mmol), HOAT (0.32 g, 2.32 mmol), EDCI (2.7 g, 13.9 mmol). The reaction mixture was refluxed for 3 hours, then cooled to 45° C. and continued to stir for 4 hours. Additional EDCI (0.4 eq., 0.90 g, 4.64 mmol) was added and the reaction was stirred overnight at 45° C. The mixture was cooled to ro... Reactants: COCCC1=CC=C(O\C=C/C(=O)OC(C)(C)C)C=C1 ((Z)-tert-butyl 3-(4-(2-methoxyethyl)phenoxy)acrylate), Cl (HCl). Solvent: C1CCOC1 (THF). The product is ( E ), COCCC1=CC=C(O\C=C/C(=O)O)C=C1 ((Z)-3-(4-(2-methoxyethyl)phenoxy)acrylic acid). As a reaction SMILES: [CH3:1][O:2][CH2:3][CH2:4][C:5]1[CH:20]=[CH:19][C:8]([O:9]/[CH:10]=[CH:11]\[C:12]([O:14]C(C)(C)C)=[O:13])=[CH:7][CH:6]=1.Cl>C1COCC1>[CH3:1][O:2][CH2:3][CH2:4][C:5]1[CH:20]=[CH:19][C:8]([O:9]/[CH:10]=[CH:11]\[C:12]([OH:14])=[O:13])=[CH:7][CH:6]=1. Procedure details: (E)/(Z)-tert-butyl 3-(4-(2-methoxyethyl)phenoxy)acrylate (0.57 g) was suspended in a mixture of THF (5 mL)/HCl (2 M, 5 mL) and placed in the microwave reactor (T=100° C., 15 sec). THF was removed by rotary evaporation and the mixture was extracted with CH2Cl2 (10 mL). (E)/(Z)-3-(4-(2-methoxyethyl)phenoxy)acrylic acid was obtained as a white solid after purification by column chromatography using a mixture of hexane/ethyl acetate. The reactants are C1(CCCC1)C[C@@H](C(=O)O)C1=CC(=C(C=C1)S(=O)(=O)C)C (3-cyclopentyl-2(R)-(4-methanesulfonyl-3-methyl-pheny)-propionic acid), C(C(=O)Cl)(=O)Cl (oxalyl chloride), NC1=NC=C(N=C1)Br (2-amino-5-bromopyrazine), N1=CC=CC=C1 (pyridine). Reagents/catalysts: CN(C=O)C (N,N-dimethylformamide). Solvent: C(Cl)Cl (methylene chloride), C(Cl)Cl (methylene chloride). Run at temperature 25 celsius, time 45 minute. Product: ethyl acetate hexanes, BrC=1N=CC(=NC1)NC([C@H](CC1CCCC1)C1=CC(=C(C=C1)S(=O)(=O)C)C)=O (N-(5-bromo-pyrazin-2-yl)-3-cyclopentyl-2(R)-(4-methanesulfonyl-3-methyl-pheny)-propionamide). Yield: 83.8%. As a reaction SMILES: [CH:1]1([CH2:6][C@H:7]([C:11]2[CH:16]=[CH:15][C:14]([S:17]([CH3:20])(=[O:19])=[O:18])=[C:13]([CH3:21])[CH:12]=2)[C:8]([OH:10])=O)[CH2:5][CH2:4][CH2:3][CH2:2]1.C(Cl)(=O)C(Cl)=O.[NH2:28][C:29]1[CH:34]=[N:33][C:32]([Br:35])=[CH:31][N:30]=1.N1C=CC=CC=1>C(Cl)Cl.CN(C)C=O>[Br:35][C:32]1[N:33]=[CH:34][C:29]([NH:28][C:8](=[O:10])[C@@H:7]([C:11]2[CH:16]=[CH:15][C:14]([S:17]([CH3:20])(=[O:19])=[O:18])=[C:13]([CH3:21])[CH:12]=2)[CH2:6][CH:1]2[CH2:2][CH2:3][CH2:4][CH2:5]2)=[N:30][CH:31]=1. Reported procedure: A solution of 3-cyclopentyl-2(R)-(4-methanesulfonyl-3-methyl-pheny)-propionic acid (310 mg, 1.0 mmol) in methylene chloride (5 mL) was treated with oxalyl chloride (0.175 mL, 2.0 mmol) and N,N-dimethylformamide (1 drop). The solution was stirred at 25° C. for 45 min. The reaction mixture was concentrated in vacuo, and the residue was suspended in toluene. The toluene was further concentrated in vacuo. The resulting residue was dried in vacuo. The waxy material was dissolved in methylene chloride... The reactants are CCO, O=[N+]([O-])c1ccc(-c2noc(-c3sccc3Cl)n2)cc1. Product: Nc1ccc(-c2noc(-c3sccc3Cl)n2)cc1. RXN SMILES: [CH3:21][CH2:22][OH:23].[Cl:1][c:2]1[c:3](-[c:7]2[n:8][c:9](-[c:12]3[cH:13][cH:14][c:15]([N+:18]([O-:19])=[O:20])[cH:16][cH:17]3)[n:10][o:11]2)[s:4][cH:5][cH:6]1>>[Cl:1][c:2]1[c:3](-[c:7]2[n:8][c:9](-[c:12]3[cH:13][cH:14][c:15]([NH2:18])[cH:16][cH:17]3)[n:10][o:11]2)[s:4][cH:5][cH:6]1. Reactants: C(C1=CC=CC=C1)OCC[C@@H](NC(=O)OC(C)(C)C)C=1N(C=CC1C(=O)OC(C)(C)C)S(=O)(=O)C1=CC=C(C)C=C1 ((R)-tert-butyl 2-(3-(benzyloxy)-1-((tert-butoxycarbonyl)amino)propyl)-1-tosyl-1H-pyrrole-3-carboxylate), C(=O)(C(F)(F)F)O (TFA). Solvent: C(Cl)Cl (DCM). Run at temperature 40 celsius. The product is FC(C(=O)O)(F)F.N[C@H](CCOCC1=CC=CC=C1)C=1N(C=CC1C(=O)O)S(=O)(=O)C1=CC=C(C)C=C1 ((R)-2-(1-amino-3-(benzyloxy)propyl)-1-tosyl-1H-pyrrole-3-carboxylic acid compound with 2,2,2-trifluoroacetic acid). Reaction SMILES: [CH2:1]([O:8][CH2:9][CH2:10][C@H:11]([C:20]1[N:21]([S:32]([C:35]2[CH:41]=[CH:40][C:38]([CH3:39])=[CH:37][CH:36]=2)(=[O:34])=[O:33])[CH:22]=[CH:23][C:24]=1[C:25]([O:27]C(C)(C)C)=[O:26])[NH:12]C(OC(C)(C)C)=O)[C:2]1[CH:7]=[CH:6][CH:5]=[CH:4][CH:3]=1.[C:42]([OH:48])([C:44]([F:47])([F:46])[F:45])=[O:43]>C(Cl)Cl>[F:45][C:44]([F:47])([F:46])[C:42]([OH:48])=[O:43].[NH2:12][C@@H:11]([C:20]1[N:21]([S:32]([C:35]2[CH:36]=[CH:37][C:38]([CH3:39])=[CH:40][CH:41]=2)(=[O:34])=[O:33])[CH:22]=[CH:23][C:24]=1[C:25]([OH:27])=[O:26])[CH2:10][CH2:9][O:8][CH2:1][C:2]1[CH:3]=[CH:4][CH:5]=[CH:6][CH:7]=1 |f:3.4|. Procedure details: An orange solution of (R)-tert-butyl 2-(3-(benzyloxy)-1-((tert-butoxycarbonyl)amino)propyl)-1-tosyl-1H-pyrrole-3-carboxylate (504c, 5.85 g, 10.00 mmol) in DCM (15 mL) was treated with TFA (15 mL, 202 mmol) and heated at 40° C. for 2 h. The TFA and DCM was removed in vacuo affording (R)-2-(1-amino-3-(benzyloxy)propyl)-1-tosyl-1H-pyrrole-3-carboxylic acid compound with 2,2,2-trifluoroacetic acid (1:1) (724d) as a dark orange viscous oil which was used for the next step without purification. m/z (E... The reactants are COC1=C(C=C(C=C1)NC1=NC=C(C=N1)C1=CC=C(C=C1)OC)O (2-Methoxy-5-[5-(4-methoxy-phenyl)-pyrimidin-2-ylamino]-phenol), C(=O)([O-])[O-].[Cs+].[Cs+] (Cs2CO3), ClCCN(CC)CC ((2-chloro-ethyl)-diethyl-amine), C(C)N(CCOC=1C=C(C=CC1OC)NC1=NC=C(C=N1)C1=CC=C(C=C1)OC)CC ([3-(2-Diethylamino-ethoxy)-4-methoxy-phenyl]-[5-(4-methoxy-phenyl)-pyrimidin-2-yl]-amine). Solvent: CN(C)C=O (DMF). Reaction conditions: temperature 80 celsius, time 8 hour. The product is C(C)N(CC)CCOC1=C(C=CC(=C1)OC)N1C(N=CC(=C1)C1=CC=C(C=C1)OC)N (3-(2-(diethylaminoethoxy)-4-methoxyphenyl)-5-(4-methoxyphenyl)pyrimidin-2-amine). Isolated yield 78.0%. RXN SMILES: [CH2:1]([N:3]([CH2:30][CH3:31])[CH2:4][CH2:5][O:6][C:7]1[CH:8]=[C:9](NC2N=CC(C3C=CC(OC)=CC=3)=CN=2)[CH:10]=[CH:11][C:12]=1OC)[CH3:2].COC1C=CC([NH:40][C:41]2[N:46]=[CH:45][C:44]([C:47]3[CH:52]=[CH:51][C:50]([O:53][CH3:54])=[CH:49][CH:48]=3)=[CH:43][N:42]=2)=CC=1O.[C:56]([O-])([O-])=[O:57].[Cs+].[Cs+].ClCCN(CC)CC>CN(C=O)C>[CH2:30]([N:3]([CH2:4][CH2:5][O:6][C:7]1[CH:8]=[C:9]([O:57][CH3:56])[CH:10]=[CH:11][C:12]=1[N:42]1[CH:43]=[C:44]([C:47]2[CH:48]=[CH:49][C:50]([O:53][CH3:54])=[CH:51][CH:52]=2)[CH:45]=[N:46][CH:41]1[NH2:40])[CH2:1][CH3:2])[CH3:31] |f:2.3.4|. Procedure details: [3-(2-Diethylamino-ethoxy)-4-methoxy-phenyl]-[5-(4-methoxy-phenyl)-pyrimidin-2-yl]-amine can be synthesized by the following procedure. To a solution of 2-methoxy-5-[5-(4-methoxy-phenyl)-pyrimidin-2-ylamino]-phenol (0.2 mmol) (from Example 5v) in anhydrous DMF (2 mL) is added Cs2CO3 (0.28 mmol) and (2-chloro-ethyl)-diethyl-amine (0.2 mmol). The reaction mixture stirred at 80° C. for 8 h and quenched with water followed by extraction with DCM (3×30 mL). The organic layer is washed with brine, dri...